Dataset: the Open Reaction Database (ORD), a public repository of structured organic reaction records. Task: describe an organic reaction: reactants, conditions, products, and yield Starting materials: O=N[O-], [Na+], COc1cnc(N2CCOCC2)c(O)n1, O=P(Cl)(Cl)Cl. Yields the product COc1cnc(N2CCOCC2)c(Cl)n1. RXN SMILES: [N:1]([O-:2])=[O:3].[Na+:4].[OH:5][c:6]1[n:7][c:8]([O:18][CH3:19])[cH:9][n:10][c:11]1[N:12]1[CH2:13][CH2:14][O:15][CH2:16][CH2:17]1.[P:20]([Cl:21])([Cl:22])([Cl:23])=[O:24]>>[c:6]1([Cl:22])[n:7][c:8]([O:18][CH3:19])[cH:9][n:10][c:11]1[N:12]1[CH2:13][CH2:14][O:15][CH2:16][CH2:17]1.